This data is from the Open Reaction Database (ORD), a public repository of structured organic reaction records. The task is: describe an organic reaction: reactants, conditions, products, and yield Starting materials: C(CCC)C1=CC=C(C=C1)CCCCC1=C(C=CC=C1)C=1OCC(N1)(C)C (2-[2-(4-(4-butylphenyl)butyl)phenyl]-4,4-dimethyloxazoline), CI (methyl iodide). The product is [I-].C[N+]1=COCC1(C)C (3,4,4-trimethyloxazolinium iodide). Reaction SMILES: C(C1C=CC(CCCCC2C=CC=CC=2[C:21]2[O:22][CH2:23][C:24]([CH3:27])([CH3:26])[N:25]=2)=CC=1)CCC.[CH3:28][I:29]>>[I-:29].[CH3:28][N+:25]1[C:24]([CH3:27])([CH3:26])[CH2:23][O:22][CH:21]=1 |f:2.3|. Reported procedure: Following the procedures of Example 1(a), (b) and (c), to 4-(4-butylphenyl)butylmagnesium bromide (from 21.47 mmoles of 4-(4-butylphenyl)butyl bromide and 18.96 mmoles of magnesium) in distilled tetrahydrofuran (35 ml) was added 2-(2-methoxyphenyl)-4,4-dimethyloxazoline (16.32 mmoles) in tetrahydrofuran (15 ml). Workup of the reaction mixture furnished 2-[2-(4-(4-butylphenyl)butyl)phenyl]-4,4-dimethyloxazoline as an oil. A solution of the oxazoline (14.41 mmoles) in methyl iodide (20 ml) was ref...